This data is from the Open Reaction Database (ORD), a public repository of structured organic reaction records. The task is: describe an organic reaction: reactants, conditions, products, and yield Reactants: [BH4-], C1CCOC1, COC(=O)c1cccc2c1OCC(=O)N2, CCOC(C)=O, Cl, [Na+], [Na+], O=C([O-])O. Product: COC(=O)c1cccc2c1OCCN2. Reaction SMILES: [BH4-:16].[CH2:24]1[O:25][CH2:26][CH2:27][CH2:28]1.[CH3:1][O:2][C:3](=[O:4])[c:5]1[cH:6][cH:7][cH:8][c:9]2[c:14]1[O:13][CH2:12][C:11](=[O:15])[NH:10]2.[CH3:29][CH2:30][O:31][C:32]([CH3:33])=[O:34].[ClH:18].[Na+:17].[Na+:23].[O-:19][C:20]([OH:21])=[O:22]>>[CH3:1][O:2][C:3](=[O:4])[c:5]1[cH:6][cH:7][cH:8][c:9]2[c:14]1[O:13][CH2:12][CH2:11][NH:10]2. Reactants: CBr (methyl bromide), C(C)(=O)OC=C (vinyl acetate). The solvent is C(C)(=O)O (acetic acid). Conditions: time 6 hour. The product is C(C)(=O)OC(C)OC(C)=O (ethylidene diacetate). Yield: 36567.6%. RXN SMILES: CBr.[C:3]([O:6][CH:7]=[CH2:8])(=[O:5])[CH3:4]>C(O)(=O)C>[C:3]([O:6][CH:7]([O:6][C:3](=[O:5])[CH3:4])[CH3:8])(=[O:5])[CH3:4]. Procedure details: The procedure of Example 9 was repeated except that 10 g of methyl bromide was used in place of methyl iodide and the reaction was effected for 6 hours. GC analysis showed that 0.212 g of vinyl acetate and 65.8 g of ethylidene diacetate were formed with considerable amount of acetic acid. Starting materials: ClC1=CC=C(C=C1)C1=NC=2C(=NC=CC2)N1[C@@H](C(=O)O)C ((R)-2-(4-chlorophenyl)-α-methyl-3H-imidazo[4,5-b]pyridine-3-acetic acid), C(=O)(N1C=NC=C1)N1C=NC=C1 (1,1'-carbonyldiimidazole), C(CC)NCCC (dipropylamine). Run in O1CCCC1 (tetrahydrofuran), O1CCCC1 (tetrahydrofuran). Yields the product ClC1=CC=C(C=C1)C1=NC=2C(=NC=CC2)N1[C@@H](C(=O)N(CCC)CCC)C ((R)-2-(4-Chlorophenyl)-α-methyl-N,N-dipropyl-3H-imidazo[4,5-b]pyridine-3-acetamide). The yield is 30.7%. As a reaction SMILES: [Cl:1][C:2]1[CH:7]=[CH:6][C:5]([C:8]2[N:16]([C@H:17]([CH3:21])[C:18]([OH:20])=O)[C:11]3=[N:12][CH:13]=[CH:14][CH:15]=[C:10]3[N:9]=2)=[CH:4][CH:3]=1.C(N1C=CN=C1)(N1C=CN=C1)=O.[CH2:34]([NH:37][CH2:38][CH2:39][CH3:40])[CH2:35][CH3:36]>O1CCCC1>[Cl:1][C:2]1[CH:3]=[CH:4][C:5]([C:8]2[N:16]([C@H:17]([CH3:21])[C:18]([N:37]([CH2:38][CH2:39][CH3:40])[CH2:34][CH2:35][CH3:36])=[O:20])[C:11]3=[N:12][CH:13]=[CH:14][CH:15]=[C:10]3[N:9]=2)=[CH:6][CH:7]=1. Procedure details: A solution of (R)-2-(4-chlorophenyl)-α-methyl-3H-imidazo[4,5-b]pyridine-3-acetic acid (5.0 g, 0.0166 mole). 1,1'-carbonyldiimidazole (2.69 g, 0.0166 mole) and dry tetrahydrofuran (100 ml) was stirred at room temperature for 2.25 hours with nitrogen bubbling through it. A solution of dipropylamine (5.04 g, 0.050 mole) in tetrahydrofuran (7 ml) was added and the reaction mixture was refluxed under nitrogen for two days. The solvents were removed under reduced pressure and the residue was partition... Procedure details: To a stirred solution of 1.0 g (3.7 mmol) of the chloroiso-chroman from step 6 in 20 ml of acetonitrile was added dropwise a solution containing 6.25 g (11.4 mmol) of ceric ammonium nitrate in 20 ml of water. The mixture was stirred overnight and then diluted with 50 ml of CH2Cl2. The organic layer was separated and the aqueous phase was extracted twice with 25 ml CH2Cl2. The combined organic layer was washed once with 50 ml H2O, 50 ml brine and then dried over Na2SO4. After evaporation of solve... Yields the product C(C)OC(=O)C1OCC=2C(C(=CC(C2C1)=O)Cl)=O (Ethyl(7-chloro-5,8-dioxo-5,8-dihydro-isochroman-3-yl)formate). Reaction SMILES: [CH2:1]([O:3][C:4]([CH:6]1[CH2:15][C:14]2[C:9](=[C:10]([O:19]C)[C:11]([Cl:18])=[CH:12][C:13]=2[O:16]C)[CH2:8][O:7]1)=[O:5])[CH3:2]>C(#N)C.O.C(Cl)Cl>[CH2:1]([O:3][C:4]([CH:6]1[CH2:15][C:14]2[C:13](=[O:16])[CH:12]=[C:11]([Cl:18])[C:10](=[O:19])[C:9]=2[CH2:8][O:7]1)=[O:5])[CH3:2]. The solvent is C(C)#N (acetonitrile), C(Cl)Cl (CH2Cl2), O (water). Reaction conditions: time 8 hour. Starting materials: C(C)OC(=O)C1OCC2=C(C(=CC(=C2C1)OC)Cl)OC (Ethyl(7-chloro-5,8-dimethoxyisochroman-3-yl)formate), ceric ammonium nitrate. Yield: 49.4%. Starting materials: C(=NC1CCCCC1)=NC1CCCCC1, CN(C)c1ccncc1, O=C(O)Cc1cnc(-c2ccnc(F)c2)c(F)c1, CN(C)C=O, Nc1ccc(-c2cnccn2)cn1. Yields the product O=C(Cc1cnc(-c2ccnc(F)c2)c(F)c1)Nc1ccc(-c2cnccn2)cn1. Reaction SMILES: [CH2:32]1[CH2:33][CH2:34][CH:35]([N:36]=[C:37]=[N:38][CH:39]2[CH2:40][CH2:41][CH2:42][CH2:43][CH2:44]2)[CH2:45][CH2:46]1.[CH3:47][N:48]([CH3:49])[c:50]1[cH:51][cH:52][n:53][cH:54][cH:55]1.[F:1][c:2]1[n:3][cH:4][cH:5][c:6](-[c:8]2[n:9][cH:10][c:11]([CH2:15][C:16](=[O:17])[OH:18])[cH:12][c:13]2[F:14])[cH:7]1.[O:56]=[CH:57][N:58]([CH3:59])[CH3:60].[n:19]1[c:20](-[c:25]2[cH:26][cH:27][c:28]([NH2:31])[n:29][cH:30]2)[cH:21][n:22][cH:23][cH:24]1>>[F:1][c:2]1[n:3][cH:4][cH:5][c:6](-[c:8]2[n:9][cH:10][c:11]([CH2:15][C:16](=[O:18])[NH:31][c:28]3[cH:27][cH:26][c:25](-[c:20]4[n:19][cH:24][cH:23][n:22][cH:21]4)[cH:30][n:29]3)[cH:12][c:13]2[F:14])[cH:7]1. Reactants: C(C)OC(CN(C(C(=O)C1=CC=C(C=C1)OCCCCCCCCCCCCCCCCCC)=O)CC(=O)OCC)=O (N-(2-ethoxy-2-oxoethyl)-N-[2-[4-(octadecyloxy)phenyl]-1,2-dioxoethyl]glycine ethyl ester), [OH-].[Na+] (NaOH). Solvent: CO (methanol). Product: C(=O)(O)CN(CC(=O)O)C(C(=O)C1=CC=C(C=C1)OCCCCCCCCCCCCCCCCCC)=O (N-(carboxymethyl)-N-[2-[4-(octadecyloxy)phenyl]-1,2-dioxoethyl]glycine). The yield is 94.5%. Reaction SMILES: C([O:3][C:4](=[O:42])[CH2:5][N:6]([CH2:36][C:37]([O:39]CC)=[O:38])[C:7](=[O:35])[C:8]([C:10]1[CH:15]=[CH:14][C:13]([O:16][CH2:17][CH2:18][CH2:19][CH2:20][CH2:21][CH2:22][CH2:23][CH2:24][CH2:25][CH2:26][CH2:27][CH2:28][CH2:29][CH2:30][CH2:31][CH2:32][CH2:33][CH3:34])=[CH:12][CH:11]=1)=[O:9])C.[OH-].[Na+]>CO>[C:4]([CH2:5][N:6]([C:7](=[O:35])[C:8]([C:10]1[CH:11]=[CH:12][C:13]([O:16][CH2:17][CH2:18][CH2:19][CH2:20][CH2:21][CH2:22][CH2:23][CH2:24][CH2:25][CH2:26][CH2:27][CH2:28][CH2:29][CH2:30][CH2:31][CH2:32][CH2:33][CH3:34])=[CH:14][CH:15]=1)=[O:9])[CH2:36][C:37]([OH:39])=[O:38])([OH:42])=[O:3] |f:1.2|. Reported procedure: A mixture of 0.7 g (1.19 mmol) of N-(2-ethoxy-2-oxoethyl)-N-[2-[4-(octadecyloxy)phenyl]-1,2-dioxoethyl]glycine ethyl ester and 1.0 ml (6.0 mmol) of 6.0 N NaOH in 75 ml of methanol was stirred at reflux under an argon atmosphere for 4 hours. After removal of the solvent at reduced pressure, the residue was acidified with dilute HCl and the product was extracted with ethyl acetate. The dried extract was concentrated at reduced pressure to a solid which was recrystallized from acetone-hexane to giv... Reactants: C(CCC)N1C=C(C2=CC(=CC=C12)OC)C(C(=C(C(=O)O)Cl)Cl)=O (4-(1-n-butyl-5-methoxy-3-indolyl)-2,3-dichloro-4-oxo-2-butenoic acid), ClC=1C=C(CN2C(=CC3=CC=CC=C23)CC)C=CC1 (1-(3-chlorobenzyl)-2-ethylindole), CC=1NC2=CC=CC=C2C1 (2-methyl-indole). The product is C(CCC)N1C=C(C2=CC(=CC=C12)OC)C1(C(=C(C(O1)=O)Cl)Cl)C1=C(N(C2=CC=CC=C12)CC1=CC(=CC=C1)Cl)CC (5-(1-n-butyl-5-methoxy-3-indolyl)-5-[1-(3-chlorobenzyl)-2-ethyl-3-indolyl]-3,4-dichloro-2(5H)-furanone). As a reaction SMILES: [CH2:1]([N:5]1[C:13]2[C:8](=[CH:9][C:10]([O:14][CH3:15])=[CH:11][CH:12]=2)[C:7]([C:16](=[O:24])[C:17]([Cl:23])=[C:18]([Cl:22])[C:19]([OH:21])=O)=[CH:6]1)[CH2:2][CH2:3][CH3:4].[Cl:25][C:26]1[CH:27]=[C:28]([CH:41]=[CH:42][CH:43]=1)[CH2:29][N:30]1[C:38]2[C:33](=[CH:34][CH:35]=[CH:36][CH:37]=2)[CH:32]=[C:31]1[CH2:39][CH3:40].CC1NC2C(C=1)=CC=CC=2>>[CH2:1]([N:5]1[C:13]2[C:8](=[CH:9][C:10]([O:14][CH3:15])=[CH:11][CH:12]=2)[C:7]([C:16]2([C:32]3[C:33]4[C:38](=[CH:37][CH:36]=[CH:35][CH:34]=4)[N:30]([CH2:29][C:28]4[CH:41]=[CH:42][CH:43]=[C:26]([Cl:25])[CH:27]=4)[C:31]=3[CH2:39][CH3:40])[O:24][C:19](=[O:21])[C:18]([Cl:22])=[C:17]2[Cl:23])=[CH:6]1)[CH2:2][CH2:3][CH3:4]. Procedure: Following a procedure similar to that described above in part B of this example by using 4-(1-n-butyl-5-methoxy-3-indolyl)-2,3-dichloro-4-oxo-2-butenoic acid instead of 4-(1-ethyl-2-methyl-3-indolyl)-2,3-dichloro-4-oxo-2-butenoic acid and 1-(3-chlorobenzyl)-2-ethylindole is substituted for 2-methyl-indole, there is obtained 5-(1-n-butyl-5-methoxy-3-indolyl)-5-[1-(3-chlorobenzyl)-2-ethyl-3-indolyl]-3,4-dichloro-2(5H)-furanone (Formula V: R=CH3 (CH2)2CH2 ; R1 =Y1 =H; R2 =3-ClC6H4CH2 ; R3 =CH3CH2 ;...